From a dataset of the Open Reaction Database (ORD), a public repository of structured organic reaction records. describe an organic reaction: reactants, conditions, products, and yield The reactants are [Si](C)(C)(C(C)(C)C)OC[C@H](CCC(=O)OC)N(C(=O)NCC1=C(C(=CC=C1)F)F)C ((S)-methyl 5-(tert-butyldimethylsilyloxy)-4-(3-(2,3-difluorobenzyl)-1-methylureido)pentanoate), Cl (HCl). Solvent: CO (MeOH). Reaction conditions: time 1 hour. The product is FC1=C(CNC(N(C)[C@H](CCC(=O)OC)C)=O)C=CC=C1F ((S)-methyl 4-(3-(2,3-difluorobenzyl)-1-methylureido)pentanoate). The yield is 100.7%. RXN SMILES: [Si](O[CH2:9][C@@H:10]([N:17]([CH3:30])[C:18]([NH:20][CH2:21][C:22]1[CH:27]=[CH:26][CH:25]=[C:24]([F:28])[C:23]=1[F:29])=[O:19])[CH2:11][CH2:12][C:13]([O:15][CH3:16])=[O:14])(C(C)(C)C)(C)C.Cl>CO>[F:29][C:23]1[C:24]([F:28])=[CH:25][CH:26]=[CH:27][C:22]=1[CH2:21][NH:20][C:18](=[O:19])[N:17]([C@@H:10]([CH3:9])[CH2:11][CH2:12][C:13]([O:15][CH3:16])=[O:14])[CH3:30]. Reported procedure: To a solution of (S)-methyl 5-(tert-butyldimethylsilyloxy)-4-(3-(2,3-difluorobenzyl)-1-methylureido)pentanoate (9.7 g, 21.6 mmol) in MeOH (40 mL) was added HCl (4 N in dioxane, 5.4.0 mL, 21.6 mmol). The resulting solution was stirred at RT for 1 h. The mixture was concentrated and re-dissolved in EtOAc. The organic mixture was washed with saturated NaHCO3 and brine, dried over Na2SO4, filtered, and concentrated under reduced pressure to give (S)-methyl 4-(3-(2,3-difluorobenzyl)-1-methylureido)pe...